Dataset: the Open Reaction Database (ORD), a public repository of structured organic reaction records. Task: describe an organic reaction: reactants, conditions, products, and yield The reactants are C(C)(C)(C)OC(=O)N1CCN(CC1)C1=C(C=C(C=C1F)[N+](=O)[O-])F (4-(2,6-difluoro-4-nitro-phenyl)-piperazine-1-carboxylic acid tert-butyl ester), C(C)(C)(C)OC(=O)N1CCN(CC1)C1=C(C=C(C=C1F)[N+](=O)[O-])F (4-(2,6-difluoro-4-nitro-phenyl)-piperazine-1-carboxylic acid tert-butyl ester). Reagents/catalysts: [Pd] (Pd/C). Solvent: CO (methanol). The product is C(C)(C)(C)OC(=O)N1CCN(CC1)C1=C(C=C(C=C1F)N)F (4-(4-Amino-2,6-difluoro-phenyl)-piperazine-1-carboxylic acid tert-butyl ester). Yield: 92.2%. As a reaction SMILES: [C:1]([O:5][C:6]([N:8]1[CH2:13][CH2:12][N:11]([C:14]2[C:19]([F:20])=[CH:18][C:17]([N+:21]([O-])=O)=[CH:16][C:15]=2[F:24])[CH2:10][CH2:9]1)=[O:7])([CH3:4])([CH3:3])[CH3:2]>CO.[Pd]>[C:1]([O:5][C:6]([N:8]1[CH2:9][CH2:10][N:11]([C:14]2[C:15]([F:24])=[CH:16][C:17]([NH2:21])=[CH:18][C:19]=2[F:20])[CH2:12][CH2:13]1)=[O:7])([CH3:4])([CH3:2])[CH3:3]. Reported procedure: To a solution of 4-(2,6-difluoro-4-nitro-phenyl)-piperazine-1-carboxylic acid tert-butyl ester (Intermediate II) (30 g, 0.09 mol), in methanol (500 mL) under argon atmosphere was added 10% Pd/C (4.5 g, 15 mol% by weight). Flask was evacuated and hydrogen was introduced with the help of balloon. The reaction mixture was stirred under hydrogen and progress of the reaction was monitored by TLC. On completion, the reaction mixture was filtered through celite pad using methanol as solvent. The filter...